Dataset: the Open Reaction Database (ORD), a public repository of structured organic reaction records. Task: describe an organic reaction: reactants, conditions, products, and yield Starting materials: ClC(Cl)(Cl)Cl, COc1ncc(Cl)cc1C(=O)O, O=S(Cl)Cl, c1ccccc1. Product: COc1ncc(Cl)cc1C(=O)Cl. RXN SMILES: [C:13]([Cl:14])([Cl:15])([Cl:16])[Cl:17].[Cl:1][c:2]1[cH:3][n:4][c:5]([O:11][CH3:12])[c:6]([C:7](=[O:8])[OH:9])[cH:10]1.[S:18]([Cl:19])([Cl:20])=[O:21].[cH:22]1[cH:23][cH:24][cH:25][cH:26][cH:27]1>>[Cl:1][c:2]1[cH:3][n:4][c:5]([O:11][CH3:12])[c:6]([C:7](=[O:8])[Cl:14])[cH:10]1. Product: C(C)(C)(C)OC(=O)NC=1SC=C(N1)CO (2-[(tert-butoxycarbonyl)amino]-4-hydroxymethylthiazole). Run in C1CCOC1 (THF), C1(=CC=CC=C1)C (toluene). Isolated yield 89.0%. Procedure details: To a solution of ethyl 2-[(tert-butoxycarbonyl)amino]thiazole-4-carboxylate (27.3 g, 100 mmol) prepared by the method of Kim and Kahn (Synlett, 1999, 8, 1239-1240) in 500 mL of THF at 0 C was added a solution of Red-A1 in toluene (80 mL of 65 wt % solution) dropwise. The reaction mixture was stirred for 1 d and then quenched with water and 1N HCl. Extracted 2×EtOAc and the EtOAc extracts were dried over MgSO4. The solution was filtered, concentrated by rotary evaporator, and chromatographed on S... Run at time 1 day. Reactants: C(C)(C)(C)OC(=O)NC=1SC=C(N1)C(=O)OCC (ethyl 2-[(tert-butoxycarbonyl)amino]thiazole-4-carboxylate). RXN SMILES: [C:1]([O:5][C:6]([NH:8][C:9]1[S:10][CH:11]=[C:12]([C:14](OCC)=[O:15])[N:13]=1)=[O:7])([CH3:4])([CH3:3])[CH3:2]>C1COCC1.C1(C)C=CC=CC=1>[C:1]([O:5][C:6]([NH:8][C:9]1[S:10][CH:11]=[C:12]([CH2:14][OH:15])[N:13]=1)=[O:7])([CH3:4])([CH3:2])[CH3:3]. The reactants are [Al+3], CCOC(C)=O, [H-], [H-], [H-], [H-], [Li+], CN1CCN(C(=O)C(N)Cc2ccccc2)CC1, C1CCOC1. The product is CN1CCN(CC(N)Cc2ccccc2)CC1. RXN SMILES: [Al+3:2].[CH3:25][CH2:26][O:27][C:28](=[O:29])[CH3:30].[H-:1].[H-:4].[H-:5].[H-:6].[Li+:3].[NH2:7][CH:8]([C:9](=[O:10])[N:11]1[CH2:12][CH2:13][N:14]([CH3:17])[CH2:15][CH2:16]1)[CH2:18][c:19]1[cH:20][cH:21][cH:22][cH:23][cH:24]1.[O:31]1[CH2:32][CH2:33][CH2:34][CH2:35]1>>[NH2:7][CH:8]([CH2:9][N:11]1[CH2:12][CH2:13][N:14]([CH3:17])[CH2:15][CH2:16]1)[CH2:18][c:19]1[cH:20][cH:21][cH:22][cH:23][cH:24]1.